From a dataset of the Open Reaction Database (ORD), a public repository of structured organic reaction records. describe an organic reaction: reactants, conditions, products, and yield The reactants are CN1CC2=C(NC=3C=CC(=CC23)C)CC1 (2,3,4,5-tetrahydro-2,8-dimethyl-1H-pyrido[4,3-b]indole), FC(C1=C(C=NC=C1)C=C)(F)F (4-(trifluoromethyl)-3-vinylpyridine), [OH-].[K+] (KOH). The solvent is CN1CCCC1=O (NMP). Yields the product FC(C1=C(C=NC=C1)CCN1C2=C(C=3C=C(C=CC13)C)CN(CC2)C)(F)F (5-(2-(4-(trifluoromethyl)pyridin-3-yl)ethyl)-2,3,4,5-tetrahydro-2,8-dimethyl-1H-pyrido[4,3-b]indole). Reaction SMILES: [CH3:1][N:2]1[CH2:15][CH2:14][C:5]2[NH:6][C:7]3[CH:8]=[CH:9][C:10]([CH3:13])=[CH:11][C:12]=3[C:4]=2[CH2:3]1.[F:16][C:17]([F:27])([F:26])[C:18]1[CH:23]=[CH:22][N:21]=[CH:20][C:19]=1[CH:24]=[CH2:25].[OH-].[K+]>CN1C(=O)CCC1>[F:27][C:17]([F:16])([F:26])[C:18]1[CH:23]=[CH:22][N:21]=[CH:20][C:19]=1[CH2:24][CH2:25][N:6]1[C:7]2[CH:8]=[CH:9][C:10]([CH3:13])=[CH:11][C:12]=2[C:4]2[CH2:3][N:2]([CH3:1])[CH2:15][CH2:14][C:5]1=2 |f:2.3|. Reported procedure: The title compound is prepared from a mixture of 2,3,4,5-tetrahydro-2,8-dimethyl-1H-pyrido[4,3-b]indole, 4-(trifluoromethyl)-3-vinylpyridine and KOH (5-7 equiv) in NMP at a temperature ranging between 25 deg C. to 100 deg C. The product obtained is isolated by preparative HPLC.